The task is: describe an organic reaction: reactants, conditions, products, and yield. This data is from the Open Reaction Database (ORD), a public repository of structured organic reaction records. The yield is 27.5%. The product is ClC1=C(C=C(C=C1)C1=CC=C(C=C1)O)C(F)(F)F (4′-Chloro-3′-(trifluoromethyl)biphenyl-4-ol). RXN SMILES: [Cl:1][C:2]1[CH:7]=[CH:6][C:5](B(O)O)=[CH:4][C:3]=1[C:11]([F:14])([F:13])[F:12].I[C:16]1[CH:21]=[CH:20][C:19]([OH:22])=[CH:18][CH:17]=1.C(=O)([O-])[O-].[Cs+].[Cs+].O>O1CCOCC1.C1C=CC(/C=C/C(/C=C/C2C=CC=CC=2)=O)=CC=1.C1C=CC(/C=C/C(/C=C/C2C=CC=CC=2)=O)=CC=1.C1C=CC(/C=C/C(/C=C/C2C=CC=CC=2)=O)=CC=1.[Pd].[Pd]>[Cl:1][C:2]1[CH:7]=[CH:6][C:5]([C:16]2[CH:21]=[CH:20][C:19]([OH:22])=[CH:18][CH:17]=2)=[CH:4][C:3]=1[C:11]([F:14])([F:13])[F:12] |f:2.3.4,7.8.9.10.11|. Starting materials: ClC1=C(C=C(C=C1)B(O)O)C(F)(F)F (4-Chloro-3-(trifluoromethyl)phenylboronic acid), IC1=CC=C(C=C1)O (4-iodophenol), C([O-])([O-])=O.[Cs+].[Cs+] (Caesium carbonate), O (water). Procedure: 4-Chloro-3-(trifluoromethyl)phenylboronic acid (448 mg, 2 mmol) and 4-iodophenol (440 mg, 2 mmol) were dissolved in dioxane (10 mL). Caesium carbonate (1.95 g, 6 mmol), water (2 mL) and tetrakis(triphenylphosphine)palladium (0) (231 mg, 0.2 mmol) were added and the reaction stirred at 80° C. for 1 hour. The reaction was quenched with 2M HCl (5 mL) and partitioned between ethyl acetate (50 mL) and water (50 mL). The ethyl acetate was separated, dried over MgSO4 and evaporated. The crude product w... Run at temperature 80 celsius, time 1 hour. The reagents and catalysts are C=1C=CC(=CC1)/C=C/C(=O)/C=C/C2=CC=CC=C2.C=1C=CC(=CC1)/C=C/C(=O)/C=C/C2=CC=CC=C2.C=1C=CC(=CC1)/C=C/C(=O)/C=C/C2=CC=CC=C2.[Pd].[Pd] (Tris(dibenzylideneacetone)dipalladium). Solvent: O1CCOCC1 (dioxane). Reactants: C#CCOc1ccc(OCC2CCCN2C(=O)OC(C)(C)C)cc1, Cl, C1COCCO1. Yields the product Cl, C#CCOc1ccc(OCC2CCCN2)cc1. RXN SMILES: [C:1]([O:2][C:3](=[O:4])[N:8]1[CH:9]([CH2:13][O:14][c:15]2[cH:16][cH:17][c:18]([O:21][CH2:22][C:23]#[CH:24])[cH:19][cH:20]2)[CH2:10][CH2:11][CH2:12]1)([CH3:5])([CH3:6])[CH3:7].[ClH:25].[O:26]1[CH2:27][CH2:28][O:29][CH2:30][CH2:31]1>>[ClH:25].[NH:8]1[CH:9]([CH2:13][O:14][c:15]2[cH:16][cH:17][c:18]([O:21][CH2:22][C:23]#[CH:24])[cH:19][cH:20]2)[CH2:10][CH2:11][CH2:12]1. Reactants: CO, Cl, [Na+], N#Cc1ccc(CCC2OCCO2)cc1, [OH-], OO. The product is NC(=O)c1ccc(CCC2OCCO2)cc1. RXN SMILES: [CH3:21][OH:22].[ClH:20].[Na+:19].[O:1]1[CH:2]([CH2:6][CH2:7][c:8]2[cH:9][cH:10][c:11]([C:12]#[N:13])[cH:14][cH:15]2)[O:3][CH2:4][CH2:5]1.[OH-:18].[OH:16][OH:17]>>[O:1]1[CH:2]([CH2:6][CH2:7][c:8]2[cH:9][cH:10][c:11]([C:12]([NH2:13])=[O:16])[cH:14][cH:15]2)[O:3][CH2:4][CH2:5]1. Product: C1(=C(C=CC=C1)N1N=C(C(=C1)CNCCC(=O)NC1=CC=C(C=C1)[C@@H]1CC[C@H](CC1)CC(=O)O)C(F)(F)F)C (trans-[4-(4-{3-[(1-o-tolyl-3-trifluoromethyl-1H-pyrazole-4-ylmethyl)amino]propionylamino}phenyl)cyclohexyl]acetic acid). The solvent is C1CCOC1.CO.O (THF MeOH water). Starting materials: [OH-].[Na+] (NaOH), COC(C[C@@H]1CC[C@H](CC1)C1=CC=C(C=C1)NC(CCNC(=O)C=1C(=NN(C1)C1=C(C=CC=C1)C)C(F)(F)F)=O)=O (trans-[4-(4-{3-[(1-o-tolyl-3-trifluoromethyl-1H-pyrazole-4-carbonyl)amino]propionylamino}phenyl)cyclohexyl]acetic acid methyl ester). As a reaction SMILES: [OH-].[Na+].C[O:4][C:5](=[O:43])[CH2:6][C@H:7]1[CH2:12][CH2:11][C@H:10]([C:13]2[CH:18]=[CH:17][C:16]([NH:19][C:20](=[O:42])[CH2:21][CH2:22][NH:23][C:24]([C:26]3[C:27]([C:38]([F:41])([F:40])[F:39])=[N:28][N:29]([C:31]4[CH:36]=[CH:35][CH:34]=[CH:33][C:32]=4[CH3:37])[CH:30]=3)=O)=[CH:15][CH:14]=2)[CH2:9][CH2:8]1>C1COCC1.CO.O>[C:32]1([CH3:37])[CH:33]=[CH:34][CH:35]=[CH:36][C:31]=1[N:29]1[CH:30]=[C:26]([CH2:24][NH:23][CH2:22][CH2:21][C:20]([NH:19][C:16]2[CH:17]=[CH:18][C:13]([C@H:10]3[CH2:9][CH2:8][C@H:7]([CH2:6][C:5]([OH:43])=[O:4])[CH2:12][CH2:11]3)=[CH:14][CH:15]=2)=[O:42])[C:27]([C:38]([F:41])([F:39])[F:40])=[N:28]1 |f:0.1,3.4.5|. Conditions: temperature 25 celsius, time 5 hour. Procedure: NaOH (52.6 mg, 1.3 mmol) was added to trans-[4-(4-{3-[(1-o-tolyl-3-trifluoromethyl-1H-pyrazole-4-carbonyl)amino]propionylamino}phenyl)cyclohexyl]acetic acid methyl ester (75 mg, 0.13 mmol) dissolved in THF/MeOH/water (20 mL, 3:2:1). The reaction mixture was stirred at 25° C. for 5 hours and concentrated under vacuum. The residue was acidified with 1M HCl up to pH of 2 and extracted with ethyl acetate. The extract was washed with brine and dried with anhydrous sodium sulfate and concentrated unde... Yield: 99.2%. Product: CN(CCO)C(C)(C)C#Cc1ccc2c(ccn2-c2ccc(F)cc2)c1. As a reaction SMILES: [CH3:25][C:26]([C:27]#[CH:28])([CH3:29])[N:30]([CH2:31][CH2:32][OH:33])[CH3:34].[F:1][c:2]1[cH:3][cH:4][c:5](-[n:8]2[cH:9][cH:10][c:11]3[cH:12][c:13]([O:17][S:18]([C:19]([F:20])([F:21])[F:22])(=[O:23])=[O:24])[cH:14][cH:15][c:16]23)[cH:6][cH:7]1>>[F:1][c:2]1[cH:3][cH:4][c:5](-[n:8]2[cH:9][cH:10][c:11]3[cH:12][c:13]([C:28]#[C:27][C:26]([CH3:25])([CH3:29])[N:30]([CH2:31][CH2:32][OH:33])[CH3:34])[cH:14][cH:15][c:16]23)[cH:6][cH:7]1. Reactants: C#CC(C)(C)N(C)CCO, O=S(=O)(Oc1ccc2c(ccn2-c2ccc(F)cc2)c1)C(F)(F)F. Starting materials: CCCc1ccc2c(Nc3cc(C)ccc3Sc3cccc(NC(C)=O)c3)ccnc2n1, Cl, [Na+], [OH-], O. Product: CCCc1ccc2c(Nc3cc(C)ccc3Sc3cccc(N)c3)ccnc2n1. RXN SMILES: [CH3:1][c:2]1[cH:3][c:4]([NH:19][c:20]2[cH:21][cH:22][n:23][c:24]3[n:25][c:26]([CH2:30][CH2:31][CH3:32])[cH:27][cH:28][c:29]23)[c:5]([S:8][c:9]2[cH:10][c:11]([NH:15][C:16](=[O:17])[CH3:18])[cH:12][cH:13][cH:14]2)[cH:6][cH:7]1.[ClH:33].[Na+:35].[OH-:34].[OH2:36]>>[CH3:1][c:2]1[cH:3][c:4]([NH:19][c:20]2[cH:21][cH:22][n:23][c:24]3[n:25][c:26]([CH2:30][CH2:31][CH3:32])[cH:27][cH:28][c:29]23)[c:5]([S:8][c:9]2[cH:10][c:11]([NH2:15])[cH:12][cH:13][cH:14]2)[cH:6][cH:7]1. Reactants: NCCCN(C1=CC=CC=C1)C1=NC=CC=C1 (2-[N-(3-aminopropyl)-N-phenylamino]pyridine), [N+](=O)([O-])NC1=NC=C(C(N1)=O)CC=1C=NC(=CC1)C (2-nitroamino-5-(6-methylpyrid-3-ylmethyl)pyrimid-4-one). Run in N1=CC=CC=C1 (pyridine). Yields the product C1(=CC=CC=C1)N(C1=NC=CC=C1)CCCNC1=NC=C(C(N1)=O)CC=1C=NC(=CC1)C (2-[3-(N-phenyl-N-pyrid-2-ylamino) propylamino]-5-(6-methylpyrid-3-ylmethyl) pyrimid-4-one). Reaction SMILES: [NH2:1][CH2:2][CH2:3][CH2:4][N:5]([C:12]1[CH:17]=[CH:16][CH:15]=[CH:14][N:13]=1)[C:6]1[CH:11]=[CH:10][CH:9]=[CH:8][CH:7]=1.[N+](N[C:22]1[NH:27][C:26](=[O:28])[C:25]([CH2:29][C:30]2[CH:31]=[N:32][C:33]([CH3:36])=[CH:34][CH:35]=2)=[CH:24][N:23]=1)([O-])=O>N1C=CC=CC=1>[C:6]1([N:5]([CH2:4][CH2:3][CH2:2][NH:1][C:22]2[NH:27][C:26](=[O:28])[C:25]([CH2:29][C:30]3[CH:31]=[N:32][C:33]([CH3:36])=[CH:34][CH:35]=3)=[CH:24][N:23]=2)[C:12]2[CH:17]=[CH:16][CH:15]=[CH:14][N:13]=2)[CH:11]=[CH:10][CH:9]=[CH:8][CH:7]=1. Procedure: To a suspension of sodium hydride (0.78 g) in DMSO (20 ml) was added 2-(N-phenylamino)pyridine (5.0 g) in DMSO (15 ml). The mixture was stirred and slowly heated under nitrogen to 85° C. After the evolution of hydrogen had ceased the mixture was cooled to room temperature and N-(3-bromopropyl)phthalimide (7.88 g) in DMSO (15 ml) added dropwise. After standing overnight the mixture was poured into water and ether extracts made with the pH adjusted between 2 to 4. The extracts were dried (MgSO4), ...